This data is from the Open Reaction Database (ORD), a public repository of structured organic reaction records. The task is: describe an organic reaction: reactants, conditions, products, and yield Starting materials: C(#N)C=1C=CC(=C(NC(C(=O)OCC)=O)C1)O (ethyl 5-cyano-2-hydroxyoxanilate), [OH-].[K+] (potassium hydroxide), Cl (hydrochloric acid). The solvent is CO (methanol). Conditions: time 8 hour. Product: C(#N)C=1C=CC(=C(NC(C(=O)O)=O)C1)O (5-cyano-2-hydroxyoxanilic acid). The yield is 68.2%. As a reaction SMILES: [OH-].[K+].[C:3]([C:5]1[CH:6]=[CH:7][C:8]([OH:19])=[C:9]([CH:18]=1)[NH:10][C:11](=[O:17])[C:12]([O:14]CC)=[O:13])#[N:4].Cl>CO>[C:3]([C:5]1[CH:6]=[CH:7][C:8]([OH:19])=[C:9]([CH:18]=1)[NH:10][C:11](=[O:17])[C:12]([OH:14])=[O:13])#[N:4] |f:0.1|. Procedure: To a mixture of 30 ml of 4% potassium hydroxide solution and 30 ml of methanol was added 2 g of ethyl 5-cyano-2-hydroxyoxanilate and the mixture was stirred overnight at room temperature. To the reaction mixture was added 15 ml of 10% hydrochloric acid solution and white crystals formed were recovered by filtration and recrystallized from water to provide 1.2 g of 5-cyano-2-hydroxyoxanilic acid.